Dataset: the Open Reaction Database (ORD), a public repository of structured organic reaction records. Task: describe an organic reaction: reactants, conditions, products, and yield Reactants: ClC1=CC(=C(C=N1)CC(=O)N)NCC1=CC(=CC(=C1)F)F (6-chloro-4-[(3,5-difluorobenzyl)amino]pyridine-3-carboxyamide), compound, O1CCN(CC1)C1=CC(=C(C=C1)N)N (4-morpholino-1,2-phenylenediamine), NC1=C(C=CC(=C1)C#N)NC1=CC(=C(C=N1)CC(=O)N)NCC1=CC(=CC(=C1)F)F (6-[(2-amino-4-cyanophenyl)amino]-4-[(3,5-difluorobenzyl)amino]pyridine-3-carboxyamide). Yields the product NC1=C(C=C(C=C1)C#N)NC1=CC(=C(C=N1)CC(=O)N)NCC1=CC(=CC(=C1)F)F (6-[(2-amino-5-cyanophenyl)amino]-4-[(3,5-difluorobenzyl)amino]pyridine-3-carboxyamide), oil. The yield is 17.0%. RXN SMILES: Cl[C:2]1[N:7]=[CH:6][C:5]([CH2:8][C:9]([NH2:11])=[O:10])=[C:4]([NH:12][CH2:13][C:14]2[CH:19]=[C:18]([F:20])[CH:17]=[C:16]([F:21])[CH:15]=2)[CH:3]=1.O1CCN(C2C=CC(N)=C(N)C=2)CC1.[NH2:36][C:37]1[CH:42]=[C:41]([C:43]#[N:44])[CH:40]=[CH:39][C:38]=1[NH:45]C1N=CC(CC(N)=O)=C(NCC2C=C(F)C=C(F)C=2)C=1>>[NH2:45][C:38]1[CH:39]=[CH:40][C:41]([C:43]#[N:44])=[CH:42][C:37]=1[NH:36][C:2]1[N:7]=[CH:6][C:5]([CH2:8][C:9]([NH2:11])=[O:10])=[C:4]([NH:12][CH2:13][C:14]2[CH:19]=[C:18]([F:20])[CH:17]=[C:16]([F:21])[CH:15]=2)[CH:3]=1. Procedure: From 6-chloro-4-[(3,5-difluorobenzyl)amino]pyridine-3-carboxyamide (the compound of Example 20) and 4-morpholino-1,2-phenylenediamine in a manner similar to step 1 of Example 365, a mixture of 6-[(2-amino-4-cyanophenyl)amino]-4-[(3,5-difluorobenzyl)amino]pyridine-3-carboxyamide and 6-[(2-amino-5-cyanophenyl)amino]-4-[(3,5-difluorobenzyl)amino]pyridine-3-carboxyamide (1H-NMR integral ratio 1:1) was obtained as a red oil (yield 17%). Reactants: CCOC(=O)C.CCCCCC (EtOAc hexane), ClC=1C=C(C=C(C1)OC(C)C)C1=NN(C=N1)\C=C/C(=O)NN ((Z)-3-(3-(3-chloro-5-isopropoxyphenyl)-1H-1,2,4-triazol-1-yl)acrylohydrazide), COC(OC)OC (trimethylorthoformate), CS(=O)(=O)O (Methanesulphonic acid), ice water. Run in C1CCOC1 (THF). Conditions: temperature 70 celsius. The product is ClC=1C=C(C=C(C1)OC(C)C)C1=NN(C=N1)\C=C/C=1OC=NN1 ((Z)-2-(2-(3-(3-chloro-5-isopropoxyphenyl)-1H-1,2,4-triazol-1-yl)vinyl)-1,3,4-oxadiazole). Isolated yield 1050.7%. Reaction SMILES: [Cl:1][C:2]1[CH:3]=[C:4]([C:12]2[N:16]=[CH:15][N:14](/[CH:17]=[CH:18]\[C:19]([NH:21][NH2:22])=[O:20])[N:13]=2)[CH:5]=[C:6]([O:8][CH:9]([CH3:11])[CH3:10])[CH:7]=1.[CH3:23]OC(OC)OC.CS(O)(=O)=O.CCOC(C)=O.CCCCCC>C1COCC1>[Cl:1][C:2]1[CH:3]=[C:4]([C:12]2[N:16]=[CH:15][N:14](/[CH:17]=[CH:18]\[C:19]3[O:20][CH:23]=[N:22][N:21]=3)[N:13]=2)[CH:5]=[C:6]([O:8][CH:9]([CH3:11])[CH3:10])[CH:7]=1 |f:3.4|. Procedure details: In a 25-mL, 3N round-bottomed flask equipped with nitrogen inlet, and a rubber septum, (Z)-3-(3-(3-chloro-5-isopropoxyphenyl)-1H-1,2,4-triazol-1-yl)acrylohydrazide (0.3 g, 1.0 eq.) was dissolved in THF (7.5 mL, 25V) and trimethylorthoformate (0.109 g, 1.1 eq) and added Methanesulphonic acid (0.053 g, 0.5 eq) was added into it. The Reaction mixture was refluxed at 70° C. for 2-3 h. The progress of the reaction was followed by TLC analysis on silica gel with 50% EtOAc-hexane as mobile phase. SM Rf... The reactants are Brc1cncs1, O=C([O-])[O-], Cc1cc(Nc2nccc(C)n2)cc(B2OC(C)(C)C(C)(C)O2)c1, [Cs+], [Cs+], O=C(C=Cc1ccccc1)C=Cc1ccccc1, O=C(C=Cc1ccccc1)C=Cc1ccccc1, O=C(C=Cc1ccccc1)C=Cc1ccccc1, [Pd], [Pd]. The product is Cc1cc(Nc2nccc(C)n2)cc(-c2cncs2)c1. As a reaction SMILES: [Br:25][c:26]1[cH:27][n:28][cH:29][s:30]1.[C:31](=[O:32])([O-:33])[O-:34].[CH3:1][c:2]1[n:3][c:4]([NH:8][c:9]2[cH:10][c:11]([CH3:24])[cH:12][c:13]([B:15]3[O:16][C:17]([CH3:18])([CH3:19])[C:20]([CH3:21])([CH3:22])[O:23]3)[cH:14]2)[n:5][cH:6][cH:7]1.[Cs+:35].[Cs+:36].[O:39]=[C:40]([CH:41]=[CH:42][c:43]1[cH:44][cH:45][cH:46][cH:47][cH:48]1)[CH:49]=[CH:50][c:51]1[cH:52][cH:53][cH:54][cH:55][cH:56]1.[O:57]=[C:58]([CH:59]=[CH:60][c:61]1[cH:62][cH:63][cH:64][cH:65][cH:66]1)[CH:67]=[CH:68][c:69]1[cH:70][cH:71][cH:72][cH:73][cH:74]1.[O:75]=[C:76]([CH:77]=[CH:78][c:79]1[cH:80][cH:81][cH:82][cH:83][cH:84]1)[CH:85]=[CH:86][c:87]1[cH:88][cH:89][cH:90][cH:91][cH:92]1.[Pd:37].[Pd:38]>>[CH3:1][c:2]1[n:3][c:4]([NH:8][c:9]2[cH:10][c:11]([CH3:24])[cH:12][c:13](-[c:26]3[cH:27][n:28][cH:29][s:30]3)[cH:14]2)[n:5][cH:6][cH:7]1. Reactants: C1OC23[C@]4(C)[C@@H](CC2(OCCO3)OC1)[C@@H]1C[C@@H](C3CCCC[C@]3(C)[C@H]1CC4)C=O (17,17-bis(ethylendioxy)-6α-formylandrostane), C=C1C[C@H]2[C@@H]3CCC([C@@]3(C)CC[C@@H]2[C@]2(CCC(CC12)=O)C)=O (6-methyleneandrostane-3,17-dione). The product is C(=O)[C@H]1C[C@H]2[C@@H]3CCC([C@@]3(C)CC[C@@H]2[C@]2(CCC(CC12)=O)C)=O (6α-Formylandrostane-3,17-dione). Isolated yield 85.0%. RXN SMILES: C1COC23OCCOC2([C@]2(CC[C@H]4[C@@H](C[C@H](C=O)C5[C@]4(C)CCCC5)[C@@H]2C3)C)[O:2]1.[CH2:30]=[C:31]1[CH:48]2[C@:43]([CH3:50])([CH2:44][CH2:45][C:46](=[O:49])[CH2:47]2)[C@@H:42]2[C@H:33]([C@H:34]3[C@@:38]([CH2:40][CH2:41]2)([CH3:39])[C:37](=[O:51])[CH2:36][CH2:35]3)[CH2:32]1>>[CH:30]([C@@H:31]1[CH:48]2[C@:43]([CH3:50])([CH2:44][CH2:45][C:46](=[O:49])[CH2:47]2)[C@@H:42]2[C@H:33]([C@H:34]3[C@@:38]([CH2:40][CH2:41]2)([CH3:39])[C:37](=[O:51])[CH2:36][CH2:35]3)[CH2:32]1)=[O:2]. Reported procedure: 6α-Formylandrostane-3,17-dione was prepared in 85% yield from 3,3:17,17-bis(ethylendioxy)-6α-formylandrostane (Prepn. 14) by the procedure described above for the preparation of 6-methyleneandrostane-3,17-dione (II-ac, Prepn. 13). The combined organic extracts were washed with H2O, dried over Na2SO4 and evaporated to dryness to give 6α-formylandrostane-3,17-dione. 1H-NMR (300 MHz, acetone-d6, ppm from TMS): δ 9.50 (1H, d), 2.56-0.82 (21H, m), 1.16 (3H, s), 0.88 (3H, s). The reactants are NC1=C(C=C(C=C1)C=1C(CC(NN1)=O)C)Br (6-(4-amino-3-bromophenyl)-5-methyl-4,5-dihydro-3(2H)-pyridazinone), CSN=C=O (methylthioisocyanate), C(CN)N (ethylenediamine). Product: BrC=1C=C(C=CC1NC1=NCCN1)C=1C(CC(NN1)=O)C (6-[3-bromo-4-(1,3-diazacyclopenten-2-ylamino)phenyl]-5-methyl-4,5-dihydro-3(2H)-pyridazinone). As a reaction SMILES: [NH2:1][C:2]1[CH:7]=[CH:6][C:5]([C:8]2[CH:9]([CH3:15])[CH2:10][C:11](=[O:14])[NH:12][N:13]=2)=[CH:4][C:3]=1[Br:16].CS[N:19]=[C:20]=O.[CH2:22](N)[CH2:23][NH2:24]>>[Br:16][C:3]1[CH:4]=[C:5]([C:8]2[CH:9]([CH3:15])[CH2:10][C:11](=[O:14])[NH:12][N:13]=2)[CH:6]=[CH:7][C:2]=1[NH:1][C:20]1[NH:19][CH2:22][CH2:23][N:24]=1. Reported procedure: Using 6-(4-amino-3-bromophenyl)-5-methyl-4,5-dihydro-3(2H)-pyridazinone and methylthioisocyanate, the reaction was carried out in the same manner as described in Example 1(b) to the corresponding methylisothiuronium salt which was then reacted with ethylenediamine in the same manner as described in Example 1(c) to afford the above-identified compound. M.P. 265°-267° C. (with decomp.). Reactants: O(C1=CC=CC=C1)C=1C=C(C=CC1)N(CC(C(F)(F)F)O)CC1=CC(=CC=C1)Br (3-[(3-phenoxyphenyl)[[3-bromophenyl]methyl]-amino]-1,1,1-trifluoro-2-propanol), FC(C1=C(C=CC=C1)B(O)O)(F)F (2-(tri-fluoromethyl)phenylboronic acid), CN(C)CC1=CC(=C(C(=C1)CN(C)C)O)CN(C)C (DMF 3), C(=O)([O-])[O-].[K+].[K+] (K2CO3), O(C1=CC=CC=C1)C=1C=C(C=CC1)CC(C(F)(F)F)(O)NCC=1C=C(C=CC1)C1=C(C=CC=C1)C(F)(F)F ((3-phenoxyphenyl)[[(2′-(trifluoromethyl)[1,1′-biphenyl]-3-yl]methyl]amino]-1,1,1-tri-fluoro-2-propanol). Reagents/catalysts: C=1C=CC(=CC1)[P](C=2C=CC=CC2)(C=3C=CC=CC3)[Pd]([P](C=4C=CC=CC4)(C=5C=CC=CC5)C=6C=CC=CC6)([P](C=7C=CC=CC7)(C=8C=CC=CC8)C=9C=CC=CC9)[P](C=1C=CC=CC1)(C=1C=CC=CC1)C=1C=CC=CC1 (Pd(PPh3)4). Run in CCO (EtOH), C1(=CC=CC=C1)C (toluene), O (water), CCO (EtOH). Product: O(C1=CC=CC=C1)C=1C=C(C=CC1)N(CC(C(F)(F)F)O)CC=1C=C(C=CC1)C1=C(C=CC=C1)C(F)(F)F (3-[(3-Phenoxyphenyl)[[2′-(trifluoromethyl)[1,1′-biphenyl]-3-yl]methyl]amino]-1,1,1-trifluoro-2-propanol). As a reaction SMILES: [O:1]([C:8]1[CH:9]=[C:10]([N:14]([CH2:22][C:23]2[CH:28]=[CH:27][CH:26]=[C:25](Br)[CH:24]=2)[CH2:15][CH:16]([OH:21])[C:17]([F:20])([F:19])[F:18])[CH:11]=[CH:12][CH:13]=1)[C:2]1[CH:7]=[CH:6][CH:5]=[CH:4][CH:3]=1.[F:30][C:31]([F:42])([F:41])[C:32]1[CH:37]=[CH:36][CH:35]=[CH:34][C:33]=1B(O)O.CN(CC1C=C(CN(C)C)C(O)=C(CN(C)C)C=1)C.C([O-])([O-])=O.[K+].[K+].O(C1C=C(CC(NCC2C=C(C3C=CC=CC=3C(F)(F)F)C=CC=2)(O)C(F)(F)F)C=CC=1)C1C=CC=CC=1>CCO.C1C=CC([P]([Pd]([P](C2C=CC=CC=2)(C2C=CC=CC=2)C2C=CC=CC=2)([P](C2C=CC=CC=2)(C2C=CC=CC=2)C2C=CC=CC=2)[P](C2C=CC=CC=2)(C2C=CC=CC=2)C2C=CC=CC=2)(C2C=CC=CC=2)C2C=CC=CC=2)=CC=1.O.C1(C)C=CC=CC=1>[O:1]([C:8]1[CH:9]=[C:10]([N:14]([CH2:22][C:23]2[CH:24]=[C:25]([C:33]3[CH:34]=[CH:35][CH:36]=[CH:37][C:32]=3[C:31]([F:42])([F:41])[F:30])[CH:26]=[CH:27][CH:28]=2)[CH2:15][CH:16]([OH:21])[C:17]([F:20])([F:19])[F:18])[CH:11]=[CH:12][CH:13]=1)[C:2]1[CH:7]=[CH:6][CH:5]=[CH:4][CH:3]=1 |f:3.4.5,^1:112,114,133,152|. Reported procedure: To a toluene (8 mL) solution of 3-[(3-phenoxyphenyl)[[3-bromophenyl]methyl]-amino]-1,1,1-trifluoro-2-propanol (0.51 g, 1.1 mmol) from EX-595B added 2-(tri-fluoromethyl)phenylboronic acid (0.33 g, 1.7 mmol) and DMF 3 mL). To the resulting solution was added K2CO3 (0.31 g, 2.2 mmol) and Pd(PPh3)4 (0.060 g, 0.05 mmol). The slurry was heated to reflux under argon for 18 h. The cooled mixture was poured into water and extracted with ethyl acetate. The organic layer was washed with brine, dried (MgSO4...